describe an organic reaction: reactants, conditions, products, and yield From a dataset of the Open Reaction Database (ORD), a public repository of structured organic reaction records. The reactants are OCC(COC1OCCCC1)NC(C)=O (N-[1-(hydroxymethyl)-2-[(tetrahydro-2H-pyran-2-yl)oxy]ethyl]acetamide), [H-].[Na+] (sodium hydride), C(CCCCCCCCCCCCCCCCC)I (octadecyl iodide). The solvent is CN(C=O)C (dimethylformamide), O1CCCC1 (tetrahydrofuran), CCOCC (ether). Reaction conditions: time 24 hour. Product: C(CCCCCCCCCCCCCCCCC)OCC(COC1OCCCC1)NC(C)=O (N-[1-[(Octadecyloxy)methyl]-2-[(tetrahydro-2H-pyran-2-yl)oxy]ethyl]acetamid). The yield is 34.1%. As a reaction SMILES: [OH:1][CH2:2][CH:3]([NH:12][C:13](=[O:15])[CH3:14])[CH2:4][O:5][CH:6]1[CH2:11][CH2:10][CH2:9][CH2:8][O:7]1.[H-].[Na+].[CH2:18](I)[CH2:19][CH2:20][CH2:21][CH2:22][CH2:23][CH2:24][CH2:25][CH2:26][CH2:27][CH2:28][CH2:29][CH2:30][CH2:31][CH2:32][CH2:33][CH2:34][CH3:35]>CN(C)C=O.O1CCCC1.CCOCC>[CH2:35]([O:1][CH2:2][CH:3]([NH:12][C:13](=[O:15])[CH3:14])[CH2:4][O:5][CH:6]1[CH2:11][CH2:10][CH2:9][CH2:8][O:7]1)[CH2:34][CH2:33][CH2:32][CH2:31][CH2:30][CH2:29][CH2:28][CH2:27][CH2:26][CH2:25][CH2:24][CH2:23][CH2:22][CH2:21][CH2:20][CH2:19][CH3:18] |f:1.2|. Procedure details: A solution of about 10.85 g of N-[1-(hydroxymethyl)-2-[(tetrahydro-2H-pyran-2-yl)oxy]ethyl]acetamide in about 240 ml of dry dimethylformamide was added dropwise to a suspension of about 3.12 g of about 50% sodium hydride (pre-washed with anhydrous ether). After stirring about one hour a solution of about 22.8 g of octadecyl iodide in about 150 ml of tetrahydrofuran was added, stirring was continued for about 24 hours, then the mixture was diluted with ether and washed with a minimum amount of br... Reactants: O=C([O-])[O-], COS(=O)(=O)OC, CC(C)=O, O=c1cc(C(F)(F)F)[nH]c(=O)n1Nc1cccc(Cl)c1Cl, [K+], [K+]. The product is Cn1c(C(F)(F)F)cc(=O)n(Nc2cccc(Cl)c2Cl)c1=O. As a reaction SMILES: [C:22](=[O:23])([O-:24])[O-:25].[CH3:28][O:29][S:30]([O:31][CH3:32])(=[O:33])=[O:34].[CH3:35][C:36](=[O:37])[CH3:38].[Cl:1][c:2]1[c:3]([NH:4][n:5]2[c:6](=[O:16])[nH:7][c:8]([C:12]([F:13])([F:14])[F:15])[cH:9][c:10]2=[O:11])[cH:17][cH:18][cH:19][c:20]1[Cl:21].[K+:26].[K+:27]>>[Cl:1][c:2]1[c:3]([NH:4][n:5]2[c:6](=[O:16])[n:7]([CH3:22])[c:8]([C:12]([F:13])([F:14])[F:15])[cH:9][c:10]2=[O:11])[cH:17][cH:18][cH:19][c:20]1[Cl:21]. Reactants: Cc1ccccc1, O=Cc1ccccc1, Nc1ccc(O)c(F)c1, O, Cc1ccc(S(=O)(=O)O)cc1. The product is Oc1ccc(N=Cc2ccccc2)cc1F. Reaction SMILES: [CH3:30][c:31]1[cH:32][cH:33][cH:34][cH:35][cH:36]1.[CH:10](=[O:11])[c:12]1[cH:13][cH:14][cH:15][cH:16][cH:17]1.[NH2:1][c:2]1[cH:3][c:4]([F:9])[c:5]([OH:8])[cH:6][cH:7]1.[OH2:18].[c:19]1([CH3:20])[cH:21][cH:22][c:23]([S:24]([OH:25])(=[O:26])=[O:27])[cH:28][cH:29]1>>[N:1]([c:2]1[cH:3][c:4]([F:9])[c:5]([OH:8])[cH:6][cH:7]1)=[CH:10][c:12]1[cH:13][cH:14][cH:15][cH:16][cH:17]1. Starting materials: COC(\C=C\C=1C=C2C(CC3(CCN(CC3)C(=O)OC(C)(C)C)OC2=CC1)=O)=O ((E)-3-{1′-tert-butoxycarbonyl-4-oxo-spiro[chromane-2,4′-piperidine]-6-yl}-acrylic acid methyl ester), COC(\C=C\C=1C=C2C(CC3(CCN(CC3)C(=O)OC(C)(C)C)OC2=CC1)=O)=O ((E)-3-{1′-tert-butoxycarbonyl-4-oxo-spiro[chromane-2,4′-piperidine]-6-yl}-acrylic acid methyl ester), N1=C(C=CC2=CC=CC=C12)C=O (quinoline-2-carbaldehyde), [Na] (sodium). Run in C(=O)([O-])[O-].[Na+].[Na+] (Na2CO3). Reaction conditions: time 10 minute. Yields the product COC(\C=C\C=1C=C2C(CC3(CCN(CC3)CC3=NC4=CC=CC=C4C=C3)OC2=CC1)=O)=O ((E)-3-{1′-(quinolin-2-ylmethyl)-4-oxo-spiro[chromane-2,4′-piperidine]-6-yl}-acrylic acid methyl ester). Yield: 88.6%. Reaction SMILES: [CH3:1][O:2][C:3](=[O:29])/[CH:4]=[CH:5]/[C:6]1[CH:7]=[C:8]2[C:25](=[CH:26][CH:27]=1)[O:24][C:11]1([CH2:16][CH2:15][N:14](C(OC(C)(C)C)=O)[CH2:13][CH2:12]1)[CH2:10][C:9]2=[O:28].[N:30]1[C:39]2[C:34](=[CH:35][CH:36]=[CH:37][CH:38]=2)[CH:33]=[CH:32][C:31]=1[CH:40]=O.[Na]>C([O-])([O-])=O.[Na+].[Na+]>[CH3:1][O:2][C:3](=[O:29])/[CH:4]=[CH:5]/[C:6]1[CH:7]=[C:8]2[C:25](=[CH:26][CH:27]=1)[O:24][C:11]1([CH2:12][CH2:13][N:14]([CH2:40][C:31]3[CH:32]=[CH:33][C:34]4[C:39](=[CH:38][CH:37]=[CH:36][CH:35]=4)[N:30]=3)[CH2:15][CH2:16]1)[CH2:10][C:9]2=[O:28] |f:3.4.5,^1:41|. Procedure details: A suspension of (E)-3-{4-oxo-spiro[chromane-2,4′-piperidine]-6-yl}-acrylic acid methyl ester (169 mg, 0.500 mmol, Intermediate 1, hydrochloride salt) in 1 M Na2CO3, was stirred for 10 minutes, then extracted with DCM and treated with quinoline-2-carbaldehyde (96 mg, 0.61 mmol) and sodium triacethoxyborohydride (159 mg, 0.750 mmol) following the procedure described in Example 55, Step A, giving (E)-3-{1′-(quinolin-2-ylmethyl)-4-oxo-spiro[chromane-2,4′-piperidine]-6-yl}-acrylic acid methyl ester (... Starting materials: [Cl-].[Al+3].[Cl-].[Cl-] (aluminum chloride), C1(=CC=CC=C1)C(C1=CC=CC=C1)OC(=S)C1=C(CS[C@H]2N1C([C@H]2NC(\C(=N/OC(C2=CC=CC=C2)(C2=CC=CC=C2)C2=CC=CC=C2)\C=2N=C(SC2)NC(=O)OC(C)(C)C)=O)=O)CSC2=NN=NN2 (7β-[(Z)-2-(2-t-butoxycarbonylaminothiazol-4-yl)-2-trityloxyiminoacetyl]amino-3-(5-tetrazolyl)thiomethylthio-3-cephem-4-carboxylic acid diphenylmethyl ester). Run in C1(=CC=CC=C1)OC (anisole), C1(=CC=CC=C1)OC (anisole), [N+](=O)([O-])C (nitromethane), Cl (hydrochloric acid), O (water). Conditions: time 1 hour. Product: NC=1SC=C(N1)/C(/C(=O)N[C@H]1[C@@H]2N(C(=C(CS2)CSC2=NN=NN2)C(=S)O)C1=O)=N/O (7β-[(Z)-2-(2-aminothiazol-4-yl)-2-hydroxyiminoacetyl]amino-3-(tetrazol-5-yl)thiomethylthio-3-cephem-4-carboxylic acid). Yield: 61.9%. As a reaction SMILES: C1(C([O:14][C:15]([C:17]2[N:22]3[C:23](=[O:63])[C@@H:24]([NH:25][C:26](=[O:62])/[C:27](/[C:49]4[N:50]=[C:51]([NH:54]C(OC(C)(C)C)=O)[S:52][CH:53]=4)=[N:28]\[O:29]C(C4C=CC=CC=4)(C4C=CC=CC=4)C4C=CC=CC=4)[C@H:21]3[S:20][CH2:19][C:18]=2[CH2:64][S:65][C:66]2[NH:70][N:69]=[N:68][N:67]=2)=[S:16])C2C=CC=CC=2)C=CC=CC=1.[Cl-].[Al+3].[Cl-].[Cl-]>C1(OC)C=CC=CC=1.[N+](C)([O-])=O.Cl.O>[NH2:54][C:51]1[S:52][CH:53]=[C:49](/[C:27](=[N:28]/[OH:29])/[C:26]([NH:25][C@@H:24]2[C:23](=[O:63])[N:22]3[C:17]([C:15]([OH:14])=[S:16])=[C:18]([CH2:64][S:65][C:66]4[NH:70][N:69]=[N:68][N:67]=4)[CH2:19][S:20][C@H:21]23)=[O:62])[N:50]=1 |f:1.2.3.4|. Reported procedure: To a solution of 7β-[(Z)-2-(2-t-butoxycarbonylaminothiazol-4-yl)-2-trityloxyiminoacetyl]amino-3-(5-tetrazolyl)thiomethylthio-3-cephem-4-carboxylic acid diphenylmethyl ester (942 mg: containing ca. 10% of byproduct) in a mixture of anisole (3 ml) and nitromethane (12 ml) cooling at -30° to -40° C. is added a solution of aluminum chloride (980 mg: 7.37 mMol.) in anisole (3 ml), and the mixture is stirred at -30° to -40° C. for 1 hour. The reaction mixture is diluted with 1N-hydrochloric acid (7.5 ... Starting materials: C(C1=CC=CC=C1)OC=1C=C2CCCC(C2=CC1)=O (6-(benzyloxy)-3,4-dihydronaphtalen-1(2H)-one), O1CCCC1 (tetrahydrofuran), Cl (hydrochloric acid). Run at time 1 hour. Yields the product C(C1=CC=CC=C1)OC1=CC=C2C(=CCCC2=C1)C (7-(benzyloxy)-4-methyl-1,2-dihydronaphthalene). Reaction SMILES: [CH2:1]([O:8][C:9]1[CH:10]=[C:11]2[C:16](=[CH:17][CH:18]=1)[C:15](=O)[CH2:14][CH2:13][CH2:12]2)[C:2]1[CH:7]=[CH:6][CH:5]=[CH:4][CH:3]=1.Cl.O1CCC[CH2:22]1>C[Mg]Br>[CH2:1]([O:8][C:9]1[CH:10]=[C:11]2[C:16]([C:15]([CH3:22])=[CH:14][CH2:13][CH2:12]2)=[CH:17][CH:18]=1)[C:2]1[CH:7]=[CH:6][CH:5]=[CH:4][CH:3]=1. Procedure details: To a solution of the obtained 6-(benzyloxy)-3,4-dihydronaphtalen-1(2H)-one (34.5 g) in tetrahydrofuran (300 mL), methyl magnesium bromide (3M diethyl ether solution, 55 mL) was added at 0° C., followed by stirring at room temperature for 1 hour. The reaction mixture was cooled to 0° C. and poured into ice-saturated aqueous ammonium chloride solution. After adding 2N hydrochloric acid, the mixture was stirred at room temperature for 3 hours. Then, the resultant was extracted with ethyl acetate an... The solvent is C[Mg]Br (methyl magnesium bromide).